This data is from the Open Reaction Database (ORD), a public repository of structured organic reaction records. The task is: describe an organic reaction: reactants, conditions, products, and yield The reactants are C(C)(C)(C)C=1C=C2C=NN(C(C2=C(C1)F)=O)C=1C(=C(C=CC1)N1C=C(C=2C1=NC(=CC2)N2CCS(CC2)(=O)=O)C#N)CO (1-[3-(6-tert-butyl-8-fluoro-1-oxo-1H-phthalazin-2-yl)-2-hydroxymethyl-phenyl]-6-(1,1-dioxo-1lambda*6*-thiomorpholin-4-yl)-1H-pyrrolo[2,3-b]pyridine-3-carbonitrile), [hydrogen bis(dimethylphosphinito-kP)]platinum (II), C(C)O (Ethanol). Solvent: O (Water). Run at temperature 45 celsius, time 1 hour. Product: C(C)(C)(C)C=1C=C2C=NN(C(C2=C(C1)F)=O)C=1C(=C(C=CC1)N1C=C(C=2C1=NC(=CC2)N2CCS(CC2)(=O)=O)C(=O)N)CO (1-[3-(6-tert-Butyl-8-fluoro-1-oxo-1H-phthalazin-2-yl)-2-hydroxymethyl-phenyl]-6-(1,1-dioxo-1lambda*6*-thiomorpholin-4-yl)-1H-pyrrolo[2,3-b]pyridine-3-carboxylic acid amide). Yield: 68.0%. As a reaction SMILES: [C:1]([C:5]1[CH:6]=[C:7]2[C:12](=[C:13]([F:15])[CH:14]=1)[C:11](=[O:16])[N:10]([C:17]1[C:18]([CH2:42][OH:43])=[C:19]([N:23]3[C:27]4=[N:28][C:29]([N:32]5[CH2:37][CH2:36][S:35](=[O:39])(=[O:38])[CH2:34][CH2:33]5)=[CH:30][CH:31]=[C:26]4[C:25]([C:40]#[N:41])=[CH:24]3)[CH:20]=[CH:21][CH:22]=1)[N:9]=[CH:8]2)([CH3:4])([CH3:3])[CH3:2].C([OH:46])C>O>[C:1]([C:5]1[CH:6]=[C:7]2[C:12](=[C:13]([F:15])[CH:14]=1)[C:11](=[O:16])[N:10]([C:17]1[C:18]([CH2:42][OH:43])=[C:19]([N:23]3[C:27]4=[N:28][C:29]([N:32]5[CH2:33][CH2:34][S:35](=[O:38])(=[O:39])[CH2:36][CH2:37]5)=[CH:30][CH:31]=[C:26]4[C:25]([C:40]([NH2:41])=[O:46])=[CH:24]3)[CH:20]=[CH:21][CH:22]=1)[N:9]=[CH:8]2)([CH3:4])([CH3:2])[CH3:3]. Reported procedure: In a 25 mL round-bottomed flask, 1-[3-(6-tert-butyl-8-fluoro-1-oxo-1H-phthalazin-2-yl)-2-hydroxymethyl-phenyl]-6-(1,1-dioxo-1lambda*6*-thiomorpholin-4-yl)-1H-pyrrolo[2,3-b]pyridine-3-carbonitrile (22 mg, 36.6 μmol) and [hydrogen bis(dimethylphosphinito-kP)]platinum (II) (1.1 mg, 2.56 μmol, Eq: 0.07) were combined with Ethanol (200 μl) and Water (200 μl) to give a colorless solution. The reaction mixture was heated to 45° C. and stirred for 1 h. The crude reaction mixture was concentrated in vacu... Reaction SMILES: [C:3]([CH3:4])([CH3:5])([CH3:6])[O:7][C:8]([NH:9][c:10]1[s:11][c:12](-[c:15]2[n:16][c:17]([NH:21][c:22]3[cH:23][c:24]([CH3:28])[cH:25][cH:26][cH:27]3)[n:18][cH:19][cH:20]2)[cH:13][cH:14]1)=[O:29].[CH2:32]1[O:33][CH2:34][CH2:35][CH2:36]1.[CH3:30][I:31].[H-:1].[Na+:2]>>[C:3]([CH3:4])([CH3:5])([CH3:6])[O:7][C:8]([N:9]([c:10]1[s:11][c:12](-[c:15]2[n:16][c:17]([NH:21][c:22]3[cH:23][c:24]([CH3:28])[cH:25][cH:26][cH:27]3)[n:18][cH:19][cH:20]2)[cH:13][cH:14]1)[CH3:30])=[O:29]. Yields the product Cc1cccc(Nc2nccc(-c3ccc(N(C)C(=O)OC(C)(C)C)s3)n2)c1. The reactants are Cc1cccc(Nc2nccc(-c3ccc(NC(=O)OC(C)(C)C)s3)n2)c1, C1CCOC1, CI, [H-], [Na+]. The reactants are Cc1ccccc1, CCN(CC)C(OC)OC, Nc1ccncc1O. The product is CCN(C=Nc1ccncc1O)CC. As a reaction SMILES: [CH3:19][c:20]1[cH:21][cH:22][cH:23][cH:24][cH:25]1.[CH3:9][O:10][CH:11]([N:12]([CH2:13][CH3:14])[CH2:15][CH3:16])[O:17][CH3:18].[NH2:1][c:2]1[c:3]([OH:8])[cH:4][n:5][cH:6][cH:7]1>>[N:1]([c:2]1[c:3]([OH:8])[cH:4][n:5][cH:6][cH:7]1)=[CH:11][N:12]([CH2:13][CH3:14])[CH2:15][CH3:16]. Reactants: CC1=C(C2=C(S1)C(CC2)C(=O)OCC)C(C2=CC=C(C=C2)SC)=O (ethyl 5,6-dihydro-2-methyl-3-[4-(methyl-thio)benzoyl]-4H-cyclopenta[b]thiophene-6-carboxylate), [OH-].[Na+] (sodium hydroxide). Solvent: CO (MeOH). The yield is 88.0%. The product is CC1=C(C2=C(S1)C(CC2)C(=O)O)C(C2=CC=C(C=C2)SC)=O (5,6-dihydro-2-methyl-3-(4-(methylthio)benzoyl)-4H-cyclopenta[b]thiophene-6-carboxylic acid). Reaction conditions: time 20 minute. Reported procedure: A 12.32 g (0.034 moles) sample of ethyl 5,6-dihydro-2-methyl-3-[4-(methyl-thio)benzoyl]-4H-cyclopenta[b]thiophene-6-carboxylate, the product of Example 1h., was dissolved in 200 ml of refluxing MeOH. 81.32 ml (0.044 moles) of 0.5M sodium hydroxide was added dropwise over 45 min. The reaction was stirred for an additional 20 min at reflux. The MeOH was evaporated in vacuo and the residue was poured into 3N hydrochloric acid and ice. A sticky solid was filtered off, washed with water and was taken... Reaction SMILES: [CH3:1][C:2]1[S:6][C:5]2[CH:7]([C:10]([O:12]CC)=[O:11])[CH2:8][CH2:9][C:4]=2[C:3]=1[C:15](=[O:24])[C:16]1[CH:21]=[CH:20][C:19]([S:22][CH3:23])=[CH:18][CH:17]=1.[OH-].[Na+]>CO>[CH3:1][C:2]1[S:6][C:5]2[CH:7]([C:10]([OH:12])=[O:11])[CH2:8][CH2:9][C:4]=2[C:3]=1[C:15](=[O:24])[C:16]1[CH:17]=[CH:18][C:19]([S:22][CH3:23])=[CH:20][CH:21]=1 |f:1.2|. Reported procedure: To an ambient temperature solution of 3-(1-{4-[2-(2,6-Dichloro-phenyl)-4-isopropyl-2H-pyrazol-3-ylmethoxy]-2-methyl-phenyl}-ethylsulfanyl)-benzoic acid methyl ester (10 mg, 0.0176 mmol) in dioxane (2 mL) is added a solution of lithium hydroxide (26 μL, 0.052 mmol, 2.0N in water). The reaction mixture is heated to 50° C. The reaction mixture is concentrated and the residue is partitioned between Et2O and water. The aqueous layer pH is adjusted to approximately 4 and is extracted with a second por... The product is ClC1=C(C(=CC=C1)Cl)N1N=CC(=C1COC1=CC(=C(C=C1)C(C)SC1=CC=C(C(=O)O)C=C1)C)C(C)C (4-(1-{4-[2-(2,6-Dichloro-phenyl)-4-isopropyl-2H-pyrazol-3-ylmethoxy]-2-methyl-phenyl}-ethylsulfanyl)-benzoic Acid). Reaction conditions: temperature 50 celsius. Reactants: COC(C1=CC(=CC=C1)SC(C)C1=C(C=C(C=C1)OCC=1N(N=CC1C(C)C)C1=C(C=CC=C1Cl)Cl)C)=O (3-(1-{4-[2-(2,6-Dichloro-phenyl)-4-isopropyl-2H-pyrazol-3-ylmethoxy]-2-methyl-phenyl}-ethylsulfanyl)-benzoic acid methyl ester), [OH-].[Li+] (lithium hydroxide), O1CCOCC1 (dioxane). Reaction SMILES: COC(=O)[C:4]1[CH:9]=[CH:8][CH:7]=[C:6]([S:10][CH:11]([C:13]2[CH:18]=[CH:17][C:16]([O:19][CH2:20][C:21]3[N:22]([C:29]4[C:34]([Cl:35])=[CH:33][CH:32]=[CH:31][C:30]=4[Cl:36])[N:23]=[CH:24][C:25]=3[CH:26]([CH3:28])[CH3:27])=[CH:15][C:14]=2[CH3:37])[CH3:12])[CH:5]=1.[OH-:39].[Li+].[O:41]1[CH2:46]COCC1>>[Cl:35][C:34]1[CH:33]=[CH:32][CH:31]=[C:30]([Cl:36])[C:29]=1[N:22]1[C:21]([CH2:20][O:19][C:16]2[CH:17]=[CH:18][C:13]([CH:11]([S:10][C:6]3[CH:5]=[CH:4][C:9]([C:46]([OH:41])=[O:39])=[CH:8][CH:7]=3)[CH3:12])=[C:14]([CH3:37])[CH:15]=2)=[C:25]([CH:26]([CH3:28])[CH3:27])[CH:24]=[N:23]1 |f:1.2|. Reactants: [H-].[Na+] (sodium hydride), C1(CC1)(CO)CO (cyclopropane-1,1-diyldimethanol), C(C)(C)(C)[Si](C)(C)Cl (tert-butylchlorodimethylsilane). Solvent: O (water), COCCOC (ethylene glycol dimethyl ether). Conditions: temperature 20 celsius, time 1 hour. The product is [Si](C)(C)(C(C)(C)C)OCC1(CC1)CO ([1-({[tert-Butyl(dimethyl)silyl]oxy}methyl)cyclopropyl]methanol). The yield is 70.2%. RXN SMILES: [C:1]1([CH2:6][OH:7])([CH2:4][OH:5])[CH2:3][CH2:2]1.[H-].[Na+].[C:10]([Si:14](Cl)([CH3:16])[CH3:15])([CH3:13])([CH3:12])[CH3:11]>COCCOC.O>[Si:14]([O:5][CH2:4][C:1]1([CH2:6][OH:7])[CH2:3][CH2:2]1)([C:10]([CH3:13])([CH3:12])[CH3:11])([CH3:16])[CH3:15] |f:1.2|. Procedure: A solution of cyclopropane-1,1-diyldimethanol (3.7 g) dissolved in ethylene glycol dimethyl ether (50 mL) was treated with 60% sodium hydride (1.449 g) at 0° C. under nitrogen. The resulting mixture was stirred at 20° C. for 1 h, treated with tert-butylchlorodimethylsilane (5.46 g) and stirred at room temperature overnight. The reaction mixture was diluted with water (250 mL), and extracted with ethyl acetate (2×250 mL). The organic was dried (MgSO4), filtered and evaporated to afford crude prod...